Dataset: the Open Reaction Database (ORD), a public repository of structured organic reaction records. Task: describe an organic reaction: reactants, conditions, products, and yield Starting materials: BrB(Br)Br, O=C([O-])O, ClCCl, CC=C(C)C, CO, COc1cccc(CC2CCN(C3CCCCC3)C2=O)c1, [Na+]. The product is O=C1C(Cc2cccc(O)c2)CCN1C1CCCCC1. RXN SMILES: [B:27]([Br:28])([Br:29])[Br:30].[C:31](=[O:32])([OH:33])[O-:34].[CH2:36]([Cl:37])[Cl:38].[CH3:22][C:23](=[CH:24][CH3:25])[CH3:26].[CH3:39][OH:40].[CH:1]1([N:7]2[C:8](=[O:21])[CH:9]([CH2:12][c:13]3[cH:14][c:15]([O:19][CH3:20])[cH:16][cH:17][cH:18]3)[CH2:10][CH2:11]2)[CH2:2][CH2:3][CH2:4][CH2:5][CH2:6]1.[Na+:35]>>[CH:1]1([N:7]2[C:8](=[O:21])[CH:9]([CH2:12][c:13]3[cH:14][c:15]([OH:19])[cH:16][cH:17][cH:18]3)[CH2:10][CH2:11]2)[CH2:2][CH2:3][CH2:4][CH2:5][CH2:6]1. The reactants are montmorillonite, C1(O)=CC(O)=CC=C1 (resorcinol), C1(=CC=CC=C1)O (phenol), Teflon, brass. Solvent: O (water). Product: C1(=CC=CC=C1)O (phenol), C1=C(C=C(C=C1O)O)O (phloroglucin). RXN SMILES: [C:1]1([CH:8]=[CH:7][CH:6]=[C:4]([OH:5])[CH:3]=1)[OH:2].C1([OH:15])C=CC=CC=1>O>[C:1]1([OH:2])[CH:8]=[CH:7][CH:6]=[CH:4][CH:3]=1.[CH:8]1[C:1]([OH:2])=[CH:3][C:4]([OH:5])=[CH:6][C:7]=1[OH:15]. Reported procedure: 60 cc of distilled water was added to 0.70 g of natural montmorillonite (as the clay; Kunipia P, made by Kunimine Industries), and this was put into a sealed plastic vessel along with a Teflon® agitator and shaken vigorously, which gave a uniform dispersion. To this dispersion was added 0.30 g of resorcinol powder (as a polyhydric phenol; made by Wako Pure Chemical Industries), and this dispersion was poured into a flat-bottomed brass tray that had a circular bottom measuring about 15 cm in diam... Reactants: CN1CCN(CC1)C1=CC(=CC=C1)[N+](=O)[O-] (1-methyl-4-(3-nitrophenyl)piperazine), BrBr (bromine). The solvent is C(C)(=O)O (acetic acid). Conditions: time 8 hour. Product: BrC1=C(C=C(C=C1)N1CCN(CC1)C)[N+](=O)[O-] (1-(4-Bromo-3-nitrophenyl)-4-methylpiperazine), oil. The yield is 68.0%. Reaction SMILES: [CH3:1][N:2]1[CH2:7][CH2:6][N:5]([C:8]2[CH:13]=[CH:12][CH:11]=[C:10]([N+:14]([O-:16])=[O:15])[CH:9]=2)[CH2:4][CH2:3]1.[Br:17]Br>C(O)(=O)C>[Br:17][C:11]1[CH:12]=[CH:13][C:8]([N:5]2[CH2:6][CH2:7][N:2]([CH3:1])[CH2:3][CH2:4]2)=[CH:9][C:10]=1[N+:14]([O-:16])=[O:15]. Reported procedure: A solution of 1-methyl-4-(3-nitrophenyl)piperazine (EP0533267A) (1.0 g; 4.5 mmol) in glacial acetic acid (25 ml) was treated with bromine (0.23 ml; 1 equivalent). The reaction mixture was stirred at 75° overnight, then cooled, filtered, and the yellow sticky solid was partitioned between potassium carbonate (aq) and 2% methanol in dichloromethane. The organic phase was dried (Na2SO4) and evaporated under reduced pressure to leave the title compound (D26) as a viscous orange oil (928 mg, 68%) MH+... Reactants: CCN(C(C)C)C(C)C, CC1(C)CCNCC1, CC#N, Cl, COC(=O)CCC(C(N)=O)N1Cc2c(OCc3ccc(CCl)cc3)cccc2C1=O. Yields the product COC(=O)CCC(C(N)=O)N1Cc2c(OCc3ccc(CN4CCC(C)(C)CC4)cc3)cccc2C1=O. RXN SMILES: [CH2:40]([N:41]([CH:42]([CH3:43])[CH3:44])[CH:45]([CH3:46])[CH3:47])[CH3:48].[CH3:32][C:33]1([CH3:39])[CH2:34][CH2:35][NH:36][CH2:37][CH2:38]1.[CH3:49][C:50]#[N:51].[ClH:31].[NH2:1][C:2]([CH:3]([CH2:4][CH2:5][C:6](=[O:7])[O:8][CH3:9])[N:10]1[C:11](=[O:29])[c:12]2[cH:13][cH:14][cH:15][c:16]([O:19][CH2:20][c:21]3[cH:22][cH:23][c:24]([CH2:27][Cl:28])[cH:25][cH:26]3)[c:17]2[CH2:18]1)=[O:30]>>[NH2:1][C:2]([CH:3]([CH2:4][CH2:5][C:6](=[O:7])[O:8][CH3:9])[N:10]1[C:11](=[O:29])[c:12]2[cH:13][cH:14][cH:15][c:16]([O:19][CH2:20][c:21]3[cH:22][cH:23][c:24]([CH2:27][N:36]4[CH2:35][CH2:34][C:33]([CH3:32])([CH3:39])[CH2:38][CH2:37]4)[cH:25][cH:26]3)[c:17]2[CH2:18]1)=[O:30]. The yield is 43.3%. Yields the product C1(=CC=CC=C1)N(C=O)C1=CC=CC=C1 (diphenylformamide). Starting materials: CN(C1=CC=CC=C1)C1=CC=CC=C1 (methyldiphenylamine), CN(C1=CC=CC=C1)C1=CC=CC=C1 (methyldiphenylamine), CuCl2, O=O (oxygen). Reaction SMILES: [CH3:1][N:2]([C:9]1[CH:14]=[CH:13][CH:12]=[CH:11][CH:10]=1)[C:3]1[CH:8]=[CH:7][CH:6]=[CH:5][CH:4]=1.[O:15]=O>>[C:9]1([N:2]([C:3]2[CH:8]=[CH:7][CH:6]=[CH:5][CH:4]=2)[CH:1]=[O:15])[CH:14]=[CH:13][CH:12]=[CH:11][CH:10]=1. Conditions: time 2 hour. Reported procedure: By essentially the procedure of Example 1, a tube was charged with 40 g of methyldiphenylamine and 2.0 g CuCl2. 2H2O. The reaction was run at 115°-125° C. for 2 hr at 290-400 psi. About 0.1 mole of oxygen was injected incrementally. GC/MS analysis showed a 98.6% conversion of methyldiphenylamine and a 43.3% yield of diphenylformamide.